From a dataset of the Open Reaction Database (ORD), a public repository of structured organic reaction records. describe an organic reaction: reactants, conditions, products, and yield Reactants: CN(C(C1=CC(=CC(=C1)C(F)(F)F)C(F)(F)F)=O)C=1C=NC=CC1N1C(CCCC1)C (N-Methyl-N-(2-methyl-3,4,5,6-tetrahydro-2H-[1,4]bipyridinyl-3′-yl)-3,5-bis-trifluoromethyl-benzamide), CN(C(C1=CC(=CC(=C1)C(F)(F)F)C(F)(F)F)=O)C=1C=NC=CC1N1C(CCCC1)C (N-Methyl-N-(2-methyl-3,4,5,6-tetrahydro-2H-[1,4]bipyridinyl-3′-yl)-3,5-bis-trifluoromethyl-benzamide), C(=O)(C(F)(F)F)O (TFA). The solvent is C(Cl)Cl (CH2Cl2). Product: OC(=O)C(F)(F)F.CNC=1C=NC=CC1N1C(CCCC1)C (methyl-(2-methyl-3,4,5,6-tetrahydro-2H-[1,4]bipyridinyl-3′-yl)-amine TFA salt). Reaction SMILES: [CH3:1][N:2]([C:19]1[CH:20]=[N:21][CH:22]=[CH:23][C:24]=1[N:25]1[CH2:30][CH2:29][CH2:28][CH2:27][CH:26]1[CH3:31])C(=O)C1C=C(C(F)(F)F)C=C(C(F)(F)F)C=1.[C:32]([OH:38])([C:34]([F:37])([F:36])[F:35])=[O:33]>C(Cl)Cl>[OH:38][C:32]([C:34]([F:37])([F:36])[F:35])=[O:33].[CH3:1][NH:2][C:19]1[CH:20]=[N:21][CH:22]=[CH:23][C:24]=1[N:25]1[CH2:30][CH2:29][CH2:28][CH2:27][CH:26]1[CH3:31] |f:3.4|. Procedure details: Methyl-(2-methyl-3,4,5,6-tetrahydro-2H-[1,4]bipyridinyl-3′-yl)-carbamic acid tert-butyl ester (60 mg, 0.20 mmol, example 20, intermediate b) was stirred in a solution of TFA (300 μL) and CH2Cl2 (2 mL) for 1 h after which all volatiles were removed under reduced pressure to give crude methyl-(2-methyl-3,4,5,6-tetrahydro-2H-[1,4]bipyridinyl-3′-yl)-amine TFA salt. The crude TFA salt was dissolved in CH2Cl2 (2 mL) and treated with DIPEA (100 μL, 590 mmol) and 3,5-dichlorobenzoyl chloride (54 mg, 0.2... Reactants: C(C=C)NCC=C (Diallylamine), C1CO1 (ethylene oxide). Yields the product C(C=C)N(CC=C)C(C)O (diallylaminoethanol). As a reaction SMILES: [CH2:1]([NH:4][CH2:5][CH:6]=[CH2:7])[CH:2]=[CH2:3].[CH2:8]1[O:10][CH2:9]1>>[CH2:1]([N:4]([CH:9]([OH:10])[CH3:8])[CH2:5][CH:6]=[CH2:7])[CH:2]=[CH2:3]. Procedure details: Diallylamine was reacted with ethylene oxide to give diallylaminoethanol and this was reacted with thionyl chloride to give an aqueous solution of diallylaminoethyl chloride in accordance with the method disclosed by J. B. Wright et al., J. Amer. Chem. Soc., 72, pp. 3556-3559, 1950. Starting materials: C(C)(C)(C)OC(=O)N1N=C(C2=CC=C(C=C12)O[Si](C)(C)C(C)(C)C)N (3-amino-6-(tert-butyl-dimethyl-silanyloxy)-indazole-1-carboxylic acid tert-butyl ester), CCCC[N+](CCCC)(CCCC)CCCC.[F-] (TBAF), O (Water), C(Cl)Cl.CCOC(=O)C (DCM EtOAc). Solvent: C1CCOC1 (THF), C1CCOC1 (THF). Reaction conditions: time 30 minute. The product is C(C)(C)(C)OC(=O)N1N=C(C2=CC=C(C=C12)O)N (3-Amino-6-hydroxy-indazole-1-carboxylic acid tert-butyl ester). The yield is 93.0%. Reaction SMILES: [C:1]([O:5][C:6]([N:8]1[C:16]2[C:11](=[CH:12][CH:13]=[C:14]([O:17][Si](C(C)(C)C)(C)C)[CH:15]=2)[C:10]([NH2:25])=[N:9]1)=[O:7])([CH3:4])([CH3:3])[CH3:2].CCCC[N+](CCCC)(CCCC)CCCC.[F-].O.C(Cl)Cl.CCOC(C)=O>C1COCC1>[C:1]([O:5][C:6]([N:8]1[C:16]2[C:11](=[CH:12][CH:13]=[C:14]([OH:17])[CH:15]=2)[C:10]([NH2:25])=[N:9]1)=[O:7])([CH3:4])([CH3:2])[CH3:3] |f:1.2,4.5|. Procedure details: A solution of 3-amino-6-(tert-butyl-dimethyl-silanyloxy)-indazole-1-carboxylic acid tert-butyl ester 672 mg (1.85 mmol) in dry THF (10 ml) was treated with 1M TBAF in THF (1.85 ml, 1.85 mmol) and stirred at r.t. for 30 min. Water (20 ml) was then added and the mixture extracted with EtOAc (3×50 ml). The separated organic layers were combined, dried over sodium sulfate and evaporated to dryness. The residue was purified by flash chromatography over silica gel eluting with DCM/EtOAc 6:4 affording ...